From a dataset of the Open Reaction Database (ORD), a public repository of structured organic reaction records. describe an organic reaction: reactants, conditions, products, and yield The reactants are BrC1=CC=C2C(=C(C=NC2=C1)[N+](=O)[O-])NCCCNC(OC(C)(C)C)=O (tert-butyl 3-[(7-bromo-3-nitroquinolin-4-yl)amino]propylcarbamate). Reagents/catalysts: [Pt] (platinum on carbon). Solvent: ClCCl (dichloromethane), C(C)(=O)OCC (ethyl acetate). Reaction conditions: time 8 hour. Product: NC=1C=NC2=CC(=CC=C2C1NCCCNC(OC(C)(C)C)=O)Br (tert-butyl 3-[(3-amino-7-bromoquinolin-4-yl)amino]propylcarbamate). RXN SMILES: [Br:1][C:2]1[CH:11]=[C:10]2[C:5]([C:6]([NH:15][CH2:16][CH2:17][CH2:18][NH:19][C:20](=[O:26])[O:21][C:22]([CH3:25])([CH3:24])[CH3:23])=[C:7]([N+:12]([O-])=O)[CH:8]=[N:9]2)=[CH:4][CH:3]=1>[Pt].C(OCC)(=O)C.ClCCl>[NH2:12][C:7]1[CH:8]=[N:9][C:10]2[C:5]([C:6]=1[NH:15][CH2:16][CH2:17][CH2:18][NH:19][C:20](=[O:26])[O:21][C:22]([CH3:23])([CH3:25])[CH3:24])=[CH:4][CH:3]=[C:2]([Br:1])[CH:11]=2. Reported procedure: A hydrogenation flask was charged with platinum on carbon (5%, 2 g) followed by a solution of tert-butyl 3-[(7-bromo-3-nitroquinolin-4-yl)amino]propylcarbamate in ethyl acetate (200 mL) and dichloromethane (75 mL). The reaction mixture was shaken under H2 at 46 PSI (3.2×105 Pa) overnight and then filtered through a layer of CELITE filter agent. The filtrate was concentrated under reduced pressure to give 9.3 g of tert-butyl 3-[(3-amino-7-bromoquinolin-4-yl)amino]propylcarbamate. Reactants: Cc1ncc(C(N)CO[Si](C)(C)C(C)(C)C)cn1, CC#N, CCN(C(C)C)C(C)C, N#Cc1cc(Cl)ccc1N1CCc2ncnc(Cl)c2C1. The product is Cc1ncc(C(CO[Si](C)(C)C(C)(C)C)Nc2ncnc3c2CN(c2ccc(Cl)cc2C#N)CC3)cn1. As a reaction SMILES: [C:21]([CH3:22])([CH3:23])([CH3:24])[Si:25]([O:26][CH2:27][CH:28]([NH2:29])[c:30]1[cH:31][n:32][c:33]([CH3:36])[n:34][cH:35]1)([CH3:37])[CH3:38].[CH3:48][C:49]#[N:50].[CH:39]([N:40]([CH2:41][CH3:42])[CH:43]([CH3:44])[CH3:45])([CH3:46])[CH3:47].[Cl:1][c:2]1[cH:3][cH:4][c:5]([N:10]2[CH2:11][c:12]3[c:13]([n:14][cH:15][n:16][c:17]3[Cl:18])[CH2:19][CH2:20]2)[c:6]([C:7]#[N:8])[cH:9]1>>[Cl:1][c:2]1[cH:3][cH:4][c:5]([N:10]2[CH2:11][c:12]3[c:13]([n:14][cH:15][n:16][c:17]3[NH:29][CH:28]([CH2:27][O:26][Si:25]([C:21]([CH3:22])([CH3:23])[CH3:24])([CH3:37])[CH3:38])[c:30]3[cH:31][n:32][c:33]([CH3:36])[n:34][cH:35]3)[CH2:19][CH2:20]2)[c:6]([C:7]#[N:8])[cH:9]1. Reactants: C1CCOC1, COC(C)(Cc1c([N+](=O)[O-])ccc(N2C(=O)c3ccccc3C2=O)c1F)OC, CO, Cl. Yields the product CC(=O)Cc1c([N+](=O)[O-])ccc(N2C(=O)c3ccccc3C2=O)c1F. Reaction SMILES: [CH2:30]1[O:31][CH2:32][CH2:33][CH2:34]1.[CH3:1][O:2][C:3]([CH2:4][c:5]1[c:6]([N+:23](=[O:24])[O-:25])[cH:7][cH:8][c:9]([N:12]2[C:13](=[O:22])[c:14]3[c:15]([cH:18][cH:19][cH:20][cH:21]3)[C:16]2=[O:17])[c:10]1[F:11])([CH3:26])[O:27][CH3:28].[CH3:35][OH:36].[ClH:29]>>[O:2]=[C:3]([CH2:4][c:5]1[c:6]([N+:23](=[O:24])[O-:25])[cH:7][cH:8][c:9]([N:12]2[C:13](=[O:22])[c:14]3[c:15]([cH:18][cH:19][cH:20][cH:21]3)[C:16]2=[O:17])[c:10]1[F:11])[CH3:26].